Dataset: the Open Reaction Database (ORD), a public repository of structured organic reaction records. Task: describe an organic reaction: reactants, conditions, products, and yield Reactants: 2, COC1=CC=C(C=C1)C2C(C(=O)C3=C(O2)C=C(C=C3)OC)C4=CC=CC=C4 (chromanone 2). Reagents/catalysts: [Pd] (palladium on carbon). Solvent: C(C)(=O)O (acetic acid). Run at temperature 23 celsius. Product: C1(CCCCC1)C1OC2=C(CC1)C=CC=C2 (1,2,3,4-tetrahydro-2(RS)-cyclohexyl-benzopyran). Reaction SMILES: CO[C:3]1[CH:8]=[CH:7][C:6]([CH:9]2[O:15][C:14]3[CH:16]=[C:17](OC)[CH:18]=[CH:19][C:13]=3[C:11](=O)[CH:10]2C2C=CC=CC=2)=[CH:5][CH:4]=1>[Pd].C(O)(=O)C>[CH:6]1([CH:9]2[CH2:10][CH2:11][C:13]3[CH:19]=[CH:18][CH:17]=[CH:16][C:14]=3[O:15]2)[CH2:5][CH2:4][CH2:3][CH2:8][CH2:7]1. Procedure: A suspension of the chromanone 2--2 (2.13 g, 9.25 mmol, 1 equiv) and 10% palladium on carbon (320 mg, 0.301 mmol, 0.0325 equiv) in acetic acid (20 mL) was heated at 70° C. under a hydrogen balloon for 16 h. After cooling to 23° C., the solids were removed by filtration through a pad of Celite® and were washed with ethyl acetate (100 mL). The filtrate was concentrated and the residue was purified by flash column chromatography (5% ethyl acetate in hexanes) to provide the benzopyran 2-3 as a color... Starting materials: CC1=CC=C(C=C1)S(=O)(=O)OC[C@@H]1OC2=C(OC1)C=CC1=C2CCO1 ((2R)-2,3,8,9-tetrahydrofuro[3,2-f][1,4]benzodioxin-2-ylmethyl 4-methylbenzenesulfonate), ClC=1C(C(=C(C(C1Cl)=O)C#N)C#N)=O (2,3-dichloro-5,6-dicyano-1,4-benzoquinone). Run in C1=CC=CC=C1 (benzene). The product is CC1=CC=C(C=C1)S(=O)(=O)OCC1OC2=C(OC1)C=CC1=C2C=CO1 (2,3-Dihydrofuro[3,2-f][1,4]benzodioxin-2-ylmethyl 4-Methylbenzenesulfonate). As a reaction SMILES: [CH3:1][C:2]1[CH:7]=[CH:6][C:5]([S:8]([O:11][CH2:12][C@H:13]2[CH2:18][O:17][C:16]3[CH:19]=[CH:20][C:21]4[O:25][CH2:24][CH2:23][C:22]=4[C:15]=3[O:14]2)(=[O:10])=[O:9])=[CH:4][CH:3]=1.ClC1C(=O)C(C#N)=C(C#N)C(=O)C=1Cl>C1C=CC=CC=1>[CH3:1][C:2]1[CH:3]=[CH:4][C:5]([S:8]([O:11][CH2:12][CH:13]2[CH2:18][O:17][C:16]3[CH:19]=[CH:20][C:21]4[O:25][CH:24]=[CH:23][C:22]=4[C:15]=3[O:14]2)(=[O:10])=[O:9])=[CH:6][CH:7]=1. Procedure: A solution of 0.54 g (0.67 mmole) of (2R)-2,3,8,9-tetrahydrofuro[3,2-f][1,4]benzodioxin-2-ylmethyl 4-methylbenzenesulfonate and 0.46 g (2.0 mmole) of 2,3-dichloro-5,6-dicyano-1,4-benzoquinone in 20 ml of benzene was refluxed under nitrogen for 15 hours. The solvent was removed in vacuum and the residue column chromatographed on silica gel with methylene chloride as eluant. The product fractions were combined and concentrated in vacuum to give 0.40g of the (R)-enantiomer of the of the title compo... Starting materials: COC(=O)c1ccc2c(c1)CCc1c-2[nH]c2c(F)c(Cl)ccc12, CCCOc1c(C)cc(B2OC(C)(C)C(C)(C)O2)cc1C. Yields the product CCCOc1c(C)cc(-c2ccc3c4c([nH]c3c2F)-c2ccc(C(=O)OC)cc2CC4)cc1C. As a reaction SMILES: [CH3:1][O:2][C:3](=[O:4])[c:5]1[cH:6][c:7]2[c:8]([cH:22][cH:23]1)-[c:9]1[nH:10][c:11]3[c:12]([F:21])[c:13]([Cl:20])[cH:14][cH:15][c:16]3[c:17]1[CH2:18][CH2:19]2.[CH3:24][c:25]1[cH:26][c:27]([B:36]2[O:37][C:38]([CH3:39])([CH3:40])[C:41]([CH3:42])([CH3:43])[O:44]2)[cH:28][c:29]([CH3:35])[c:30]1[O:31][CH2:32][CH2:33][CH3:34]>>[CH3:1][O:2][C:3](=[O:4])[c:5]1[cH:6][c:7]2[c:8]([cH:22][cH:23]1)-[c:9]1[nH:10][c:11]3[c:12]([F:21])[c:13](-[c:27]4[cH:26][c:25]([CH3:24])[c:30]([O:31][CH2:32][CH2:33][CH3:34])[c:29]([CH3:35])[cH:28]4)[cH:14][cH:15][c:16]3[c:17]1[CH2:18][CH2:19]2. The reactants are NC1=NC(=NC(=N1)N(C1=CC=CC=C1)C)C1=NOC(=N1)C=1C=CC(=NC1)C(=O)OC (methyl 5-(3-{4-amino-6-[methyl(phenyl)amino]-1,3,5-triazin-2-yl}-1,2,4-oxadiazol-5-yl)pyridine-2-carboxylate), C[Mg]Br (methyl magnesium bromide). Run in C1CCOC1 (THF). Run at time 1 hour. Product: NC1=NC(=NC(=N1)N(C1=CC=CC=C1)C)C1=NOC(=N1)C=1C=CC(=NC1)C(C)=O (1-[5-(3-{4-Amino-6-[methyl(phenyl)amino]-1,3,5-triazin-2-yl}-1,2,4-oxadiazol-5-yl)pyridin-2-yl]ethan-1-one), solid. RXN SMILES: [NH2:1][C:2]1[N:7]=[C:6]([N:8]([CH3:15])[C:9]2[CH:14]=[CH:13][CH:12]=[CH:11][CH:10]=2)[N:5]=[C:4]([C:16]2[N:20]=[C:19]([C:21]3[CH:22]=[CH:23][C:24]([C:27]([O:29]C)=O)=[N:25][CH:26]=3)[O:18][N:17]=2)[N:3]=1.[CH3:31][Mg]Br>C1COCC1>[NH2:1][C:2]1[N:7]=[C:6]([N:8]([CH3:15])[C:9]2[CH:14]=[CH:13][CH:12]=[CH:11][CH:10]=2)[N:5]=[C:4]([C:16]2[N:20]=[C:19]([C:21]3[CH:22]=[CH:23][C:24]([C:27](=[O:29])[CH3:31])=[N:25][CH:26]=3)[O:18][N:17]=2)[N:3]=1. Procedure: To a solution of methyl 5-(3-{4-amino-6-[methyl(phenyl)amino]-1,3,5-triazin-2-yl}-1,2,4-oxadiazol-5-yl)pyridine-2-carboxylate (prepared in an analogous manner to Example 279, 1.00 g, 2.47 mmol) in anhydrous THF (30 mL) at −78 C was added methyl magnesium bromide (3M sol. in ether, 907 μL, 2.72 mmol) drop wise under an inert atmosphere. The resulting solution was stirred at −78 C for 1 h and then allowed to warm to room temperature where upon stirring was continued for a further 1 h. The reaction...